From a dataset of the Open Reaction Database (ORD), a public repository of structured organic reaction records. describe an organic reaction: reactants, conditions, products, and yield The reactants are CCCCc1ccc(N=C=O)cc1, COc1ccc(C2CO2)cc1, [Cl-], [Li+], CN(C)C=O, O. Yields the product CCCCc1ccc(N2CC(c3ccc(OC)cc3)OC2=O)cc1. As a reaction SMILES: [CH2:3]([CH2:4][CH2:5][CH3:6])[c:7]1[cH:8][cH:9][c:10]([N:13]=[C:14]=[O:15])[cH:11][cH:12]1.[CH3:16][O:17][c:18]1[cH:19][cH:20][c:21]([CH:22]2[CH2:23][O:24]2)[cH:25][cH:26]1.[Cl-:2].[Li+:1].[O:28]=[CH:29][N:30]([CH3:31])[CH3:32].[OH2:27]>>[CH2:3]([CH2:4][CH2:5][CH3:6])[c:7]1[cH:8][cH:9][c:10]([N:13]2[C:14](=[O:15])[O:24][CH:22]([c:21]3[cH:20][cH:19][c:18]([O:17][CH3:16])[cH:26][cH:25]3)[CH2:23]2)[cH:11][cH:12]1.